Dataset: the Open Reaction Database (ORD), a public repository of structured organic reaction records. Task: describe an organic reaction: reactants, conditions, products, and yield The reactants are [N+](=O)([O-])C1=CC2=C(NC(C(S2)=CC2=CNC3=CC=CC=C23)=O)C=C1 (7-nitro-2-[(indol-3-yl)methylene]-2H-1,4-benzothiazin-3(4H)-one), O.NN (hydrazine hydrate). Reagents/catalysts: [Ni] (Raney nickel). Run in C(C)O (ethanol). The product is NC1=CC2=C(NC(C(S2)=CC2=CNC3=CC=CC=C23)=O)C=C1 (7-Amino-2-[(indol-3-yl)methylene]-2H-1,4-benzothiazin-3(4H)-one). Isolated yield 47.7%. Reaction SMILES: [N+:1]([C:4]1[CH:24]=[CH:23][C:7]2[NH:8][C:9](=[O:22])[C:10](=[CH:12][C:13]3[C:21]4[C:16](=[CH:17][CH:18]=[CH:19][CH:20]=4)[NH:15][CH:14]=3)[S:11][C:6]=2[CH:5]=1)([O-])=O.O.NN>[Ni].C(O)C>[NH2:1][C:4]1[CH:24]=[CH:23][C:7]2[NH:8][C:9](=[O:22])[C:10](=[CH:12][C:13]3[C:21]4[C:16](=[CH:17][CH:18]=[CH:19][CH:20]=4)[NH:15][CH:14]=3)[S:11][C:6]=2[CH:5]=1 |f:1.2|. Reported procedure: A catalytic amount of Raney nickel was added portionwise with stirring to a mixture of 7-nitro-2-[(indol-3-yl)methylene]-2H-1,4-benzothiazin-3(4H)-one (see Example 31) (0.39 g, 1.16 mmol) and hydrazine hydrate (98%) (0.60 ml) in ethanol (15 ml). The reaction mixture was refluxed for 5 h, then filtered hot. The solid residue was boiled with ethanol (100 ml) and filtered hot. The combined filtrates were brought to dryness in vacuo and chromatographed on silica gel using a gradient of (9:1) to (8:2... Reactants: ClCC(=O)O (chloroacetic acid), C(CCC)N(C(=S)NC(C1=CC=C(C=C1)C(C)(C)C)=O)CCCC (N,N-di-n-butyl-N′-(4-t-butylbenzoyl)thiourea), C(CCC)N(C(=S)NC(C1=CC=C(C=C1)C(C)(C)C)=O)CCCC (N,N-di-n-butyl-N′-(4-t-butylbenzoyl)thiourea), [OH-].[Na+] (sodium hydroxide). Solvent: O (water). Product: C(CCC)N(C=1SC=C(N1)C1=CC=C(C=C1)C(C)(C)C)CCCC (2-Dibutylamino-4-(4-t-butylphenyl)thiazole). The yield is 49.7%. As a reaction SMILES: [CH2:1]([N:5]([CH2:21][CH2:22][CH2:23][CH3:24])[C:6]([NH:8][C:9](=O)[C:10]1[CH:15]=[CH:14][C:13]([C:16]([CH3:19])([CH3:18])[CH3:17])=[CH:12][CH:11]=1)=[S:7])[CH2:2][CH2:3][CH3:4].[OH-].[Na+].Cl[CH2:28]C(O)=O>O>[CH2:1]([N:5]([CH2:21][CH2:22][CH2:23][CH3:24])[C:6]1[S:7][CH:28]=[C:9]([C:10]2[CH:15]=[CH:14][C:13]([C:16]([CH3:19])([CH3:18])[CH3:17])=[CH:12][CH:11]=2)[N:8]=1)[CH2:2][CH2:3][CH3:4] |f:1.2|. Procedure: To a mixture of 174.15 g (0.50 mol) of N,N-di-n-butyl-N′-(4-t-butylbenzoyl)thiourea (compound 1-2), 44.0 g (1.10 mol) of sodium hydroxide and 500 ml of water was added 56.70 g (0.60 mol) of chloroacetic acid. The mixture was stirred and heated on a steam bath for 22 hrs and cooled. The water phase was decanted from the solid phase, and the solid was washed with water and methanol. Recrystallization of the solid from methanol gave 85.6 g (49.7% yield) of product; mp: 48.5-49.5° C. The NMR spectru...